Dataset: the Open Reaction Database (ORD), a public repository of structured organic reaction records. Task: describe an organic reaction: reactants, conditions, products, and yield The reactants are ClC=1SC(=CC1[N+](=O)[O-])C(C)=O (2-chloro-3-nitro-5-acetylthiophene), O (water), CS (methylmercaptan), Na. Solvent: C(C)O (ethanol), C(C)O (ethanol). Reaction conditions: time 30 minute. Yields the product CSC=1SC(=CC1[N+](=O)[O-])C(C)=O (methylthio-3-nitro-5-acetylthiophene). Reaction SMILES: [CH3:1][SH:2].Cl[C:4]1[S:5][C:6]([C:12](=[O:14])[CH3:13])=[CH:7][C:8]=1[N+:9]([O-:11])=[O:10].O>C(O)C>[CH3:1][S:2][C:4]1[S:5][C:6]([C:12](=[O:14])[CH3:13])=[CH:7][C:8]=1[N+:9]([O-:11])=[O:10]. Procedure: Liquid methylmercaptan (4 ml) was added to a solution of 0.82 g of Na in 50 ml of absolute ethanol. The resulting solution was added to a solution of 7.2 g of 2-chloro-3-nitro-5-acetylthiophene in 200 ml of absolute ethanol in 15 minutes at 5° C. After stirring at room temperature for 30 minutes, 100 ml of water was added, after which the precipitate was sucked off and washed successively with water and isopropanol. The precipitate was boiled a moment with 300 ml of carbontetrachloride, cooled d... The reactants are C1CCNC1, CCCP(=O)(O)O, Cn1ncc(C(=O)O)c1C(=O)Nc1ccn2nc(-c3ccccc3)nc2c1, CCOC(C)=O, C1CCOC1. The product is Cn1ncc(C(=O)N2CCCC2)c1C(=O)Nc1ccn2nc(-c3ccccc3)nc2c1. As a reaction SMILES: [CH2:28]1[CH2:29][CH2:30][NH:31][CH2:32]1.[CH2:33]([P:34]([OH:35])([OH:36])=[O:37])[CH2:38][CH3:39].[CH3:1][n:2]1[n:3][cH:4][c:5]([C:25](=[O:26])[OH:27])[c:6]1[C:7]([NH:8][c:9]1[cH:10][c:11]2[n:12]([cH:13][cH:14]1)[n:15][c:16](-[c:18]1[cH:19][cH:20][cH:21][cH:22][cH:23]1)[n:17]2)=[O:24].[CH3:45][CH2:46][O:47][C:48](=[O:49])[CH3:50].[O:40]1[CH2:41][CH2:42][CH2:43][CH2:44]1>>[CH3:1][n:2]1[n:3][cH:4][c:5]([C:25](=[O:26])[N:31]2[CH2:30][CH2:29][CH2:28][CH2:32]2)[c:6]1[C:7]([NH:8][c:9]1[cH:10][c:11]2[n:12]([cH:13][cH:14]1)[n:15][c:16](-[c:18]1[cH:19][cH:20][cH:21][cH:22][cH:23]1)[n:17]2)=[O:24]. Procedure details: 4 g of acetoxytri-n-butylsilane and 1.33 g of commercial methacrylic acid (ATOFINA Norsocryl® MAA) are mixed at room temperature, acetic acid is then distilled under reduced pressure (45° C./13 hPa) to afford tri-n-butylsilyl methacrylate. As a reaction SMILES: C(O[Si:5]([CH2:14][CH2:15][CH2:16][CH3:17])([CH2:10][CH2:11][CH2:12][CH3:13])[CH2:6][CH2:7][CH2:8][CH3:9])(=O)C.[C:18]([OH:23])(=[O:22])[C:19]([CH3:21])=[CH2:20]>>[C:18]([O:23][Si:5]([CH2:10][CH2:11][CH2:12][CH3:13])([CH2:14][CH2:15][CH2:16][CH3:17])[CH2:6][CH2:7][CH2:8][CH3:9])(=[O:22])[C:19]([CH3:21])=[CH2:20]. Yields the product C(C(=C)C)(=O)O[Si](CCCC)(CCCC)CCCC (tri-n-butylsilyl methacrylate). Reactants: C(C)(=O)O[Si](CCCC)(CCCC)CCCC (acetoxytri-n-butylsilane), C(C(=C)C)(=O)O (methacrylic acid). Reactants: Cc1cccc(C)c1NC(=O)CCl, CN(C)C=O, N#Cc1cccnc1C1CCNCC1, [Na+], [Na+], O=C([O-])[O-], O. The product is Cc1cccc(C)c1NC(=O)CN1CCC(c2ncccc2C#N)CC1. As a reaction SMILES: [CH3:15][c:16]1[c:17]([NH:23][C:24]([CH2:25][Cl:26])=[O:27])[c:18]([CH3:22])[cH:19][cH:20][cH:21]1.[CH3:35][N:36]([CH3:37])[CH:38]=[O:39].[NH:1]1[CH2:2][CH2:3][CH:4]([c:7]2[c:8]([C:9]#[N:10])[cH:11][cH:12][cH:13][n:14]2)[CH2:5][CH2:6]1.[Na+:28].[Na+:29].[O-:30][C:31](=[O:32])[O-:33].[OH2:34]>>[N:1]1([CH2:25][C:24]([NH:23][c:17]2[c:16]([CH3:15])[cH:21][cH:20][cH:19][c:18]2[CH3:22])=[O:27])[CH2:2][CH2:3][CH:4]([c:7]2[c:8]([C:9]#[N:10])[cH:11][cH:12][cH:13][n:14]2)[CH2:5][CH2:6]1. As a reaction SMILES: [C:8]([CH3:9])([CH3:10])([CH3:11])[O:12][C:13]([CH:14]([CH2:15][c:16]1[cH:17][cH:18][c:19]([F:22])[cH:20][cH:21]1)[NH:23][C:24](=[O:25])[c:26]1[cH:27][c:28]2[c:29]([n:30][cH:31][c:32]([Cl:34])[cH:33]2)[nH:35]1)=[O:36].[Cl:37][CH2:38][Cl:39].[OH:1][C:2]([C:3]([F:4])([F:5])[F:6])=[O:7]>>[O:12]=[C:13]([CH:14]([CH2:15][c:16]1[cH:17][cH:18][c:19]([F:22])[cH:20][cH:21]1)[NH:23][C:24](=[O:25])[c:26]1[cH:27][c:28]2[c:29]([n:30][cH:31][c:32]([Cl:34])[cH:33]2)[nH:35]1)[OH:36]. Product: O=C(NC(Cc1ccc(F)cc1)C(=O)O)c1cc2cc(Cl)cnc2[nH]1. The reactants are CC(C)(C)OC(=O)C(Cc1ccc(F)cc1)NC(=O)c1cc2cc(Cl)cnc2[nH]1, ClCCl, O=C(O)C(F)(F)F. Yields the product FC1=C(C=CC=C1)C1CN(CC2=CC(=NC=C12)OCCCN1CCCCC1)C (4-(2-Fluoro-phenyl)-2-methyl-7-(3-piperidin-1-yl-propoxy)-1,2,3,4-tetrahydro-[2,6]-naphthyridine). The reactants are FC1=C(C=CC=C1)C1CNCC2=CC(=NC=C12)OCCCN1CCCCC1 (4-(2-fluoro-phenyl)-7-(3-piperidin-1-yl-propoxy)-1,2,3,4-tetrahydro-[2,6]naphthyridine), C=O (paraformaldehyde), [BH4-].[Na+] (NaBH4). Procedure: A solution of 4-(2-fluoro-phenyl)-7-(3-piperidin-1-yl-propoxy)-1,2,3,4-tetrahydro-[2,6]naphthyridine (50.2 mg, 0.136 mmol) in MeOH (5 mL) was treated with paraformaldehyde (62 mg). The mixture was heated at 55° C. for 1 h, cooled to 0° C., and was treated with NaBH4 (66 mg, 1.74 mmol). After 2 h at 0° C., the mixture was diluted with satd. aq. NaHCO3 and extracted with DCM. The organic layer was dried and concentrated. The residue was chromatographed (SiO2; 1-10% 2 M NH3 in MeOH/DCM) to give the... As a reaction SMILES: [F:1][C:2]1[CH:7]=[CH:6][CH:5]=[CH:4][C:3]=1[CH:8]1[C:17]2[C:12](=[CH:13][C:14]([O:18][CH2:19][CH2:20][CH2:21][N:22]3[CH2:27][CH2:26][CH2:25][CH2:24][CH2:23]3)=[N:15][CH:16]=2)[CH2:11][NH:10][CH2:9]1.[CH2:28]=O.[BH4-].[Na+]>CO>[F:1][C:2]1[CH:7]=[CH:6][CH:5]=[CH:4][C:3]=1[CH:8]1[C:17]2[C:12](=[CH:13][C:14]([O:18][CH2:19][CH2:20][CH2:21][N:22]3[CH2:23][CH2:24][CH2:25][CH2:26][CH2:27]3)=[N:15][CH:16]=2)[CH2:11][N:10]([CH3:28])[CH2:9]1 |f:2.3|. The yield is 39.1%. Conditions: temperature 55 celsius, time 2 hour. The solvent is CO (MeOH). Procedure: Carvedilol free base is dissolved in n-propanol/water (95:5), and stoichiometric hydrobromic acid is added. The solution is cooled, and crystallization ensues. The product is filtered, washed with process solvent, and dried. As a reaction SMILES: [CH3:1][O:2][C:3]1[CH:4]=[CH:5][CH:6]=[CH:7][C:8]=1[O:9][CH2:10][CH2:11][NH:12][CH2:13][CH:14]([OH:30])[CH2:15][O:16][C:17]1[CH:18]=[CH:19][CH:20]=[C:21]2[NH:29][C:28]3[CH:27]=[CH:26][CH:25]=[CH:24][C:23]=3[C:22]=12.[BrH:31]>C(O)CC.O>[CH3:1][O:2][C:3]1[CH:4]=[CH:5][CH:6]=[CH:7][C:8]=1[O:9][CH2:10][CH2:11][NH:12][CH2:13][CH:14]([OH:30])[CH2:15][O:16][C:17]1[CH:18]=[CH:19][CH:20]=[C:21]2[NH:29][C:28]3[CH:27]=[CH:26][CH:25]=[CH:24][C:23]=3[C:22]=12.[BrH:31] |f:2.3,4.5|. Solvent: C(CC)O.O (n-propanol water). The reactants are COC=1C=CC=CC1OCCNCC(COC=2C=CC=C3C2C=4C=CC=CC4N3)O (Carvedilol), Br (hydrobromic acid). Product: COC=1C=CC=CC1OCCNCC(COC=2C=CC=C3C2C=4C=CC=CC4N3)O.Br (Carvedilol HBr).